From a dataset of the Open Reaction Database (ORD), a public repository of structured organic reaction records. describe an organic reaction: reactants, conditions, products, and yield Reactants: C1C(CC2=CC=CC=C12)[C@@H]1C(N([C@@H](C(N1)=O)[C@@H](CC)C)C(C(=O)O)C=1N=C(OC1)C)=O ({(3R,6R)-3-(2,3-dihydro-1H-inden-2-yl)-6-[(1R)-1-methylpropyl]-2,5-dioxo-1-piperazinyl}(2-methyl-1,3-oxazol-4-yl)acetic acid), N1CCOCC1 (morpholine). Yields the product C1C(CC2=CC=CC=C12)[C@@H]1C(N([C@@H](C(N1)=O)[C@H](CC)C)[C@@H](C(=O)N1CCOCC1)C=1N=C(OC1)C)=O ((3R,6R)-3-(2,3-dihydro-1H-inden-2-yl)-1-[(1R)-1-(2-methyl-1,3-oxazol-4-yl)-2-(4-morpholinyl)-2-oxoethyl]-6-[(1S)-1-methylpropyl]-2,5-piperazinedione). RXN SMILES: [CH2:1]1[C:9]2[C:4](=[CH:5][CH:6]=[CH:7][CH:8]=2)[CH2:3][CH:2]1[C@H:10]1[NH:15][C:14](=[O:16])[C@@H:13]([C@H:17]([CH3:20])[CH2:18][CH3:19])[N:12]([CH:21]([C:25]2[N:26]=[C:27]([CH3:30])[O:28][CH:29]=2)[C:22](O)=[O:23])[C:11]1=[O:31].[NH:32]1[CH2:37][CH2:36][O:35][CH2:34][CH2:33]1>>[CH2:1]1[C:9]2[C:4](=[CH:5][CH:6]=[CH:7][CH:8]=2)[CH2:3][CH:2]1[C@H:10]1[NH:15][C:14](=[O:16])[C@@H:13]([C@@H:17]([CH3:20])[CH2:18][CH3:19])[N:12]([C@H:21]([C:25]2[N:26]=[C:27]([CH3:30])[O:28][CH:29]=2)[C:22]([N:32]2[CH2:37][CH2:36][O:35][CH2:34][CH2:33]2)=[O:23])[C:11]1=[O:31]. Procedure details: Similarly was prepared from intermediate 4 and morpholine Reactants: CC(=O)c1ccc(Br)c([N+](=O)[O-])c1, C=CB(OCCCC)OCCCC, C1CCOC1, [Na+], [Na+], O=C([O-])[O-], O. Product: C=Cc1ccc(C(C)=O)cc1[N+](=O)[O-]. RXN SMILES: [Br:1][c:2]1[c:3]([N+:11](=[O:12])[O-:13])[cH:4][c:5]([C:8]([CH3:9])=[O:10])[cH:6][cH:7]1.[CH2:14]([CH2:15][CH2:25][CH3:26])[O:16][B:17]([CH:18]=[CH2:19])[O:20][CH2:21][CH2:22][CH2:23][CH3:24].[CH2:33]1[O:34][CH2:35][CH2:36][CH2:37]1.[Na+:27].[Na+:28].[O-:29][C:30](=[O:31])[O-:32].[OH2:38]>>[c:2]1([CH:14]=[CH2:15])[c:3]([N+:11](=[O:12])[O-:13])[cH:4][c:5]([C:8]([CH3:9])=[O:10])[cH:6][cH:7]1. Starting materials: ice water, BrC=1C=C2C(=NNC2=CC1)C (5-bromo-3-methyl-indazole), ClCOCC1=CC=CC=C1 (benzyl chloromethyl ether), [H-].[Na+] (sodium hydride). Run in CN(C)C=O (DMF). Reaction conditions: time 30 minute. The product is C(C1=CC=CC=C1)OCN1N=C(C2=CC(=CC=C12)Br)C (1-Benzyloxymethyl-5-bromo-3-methyl-indazole). The yield is 50.2%. RXN SMILES: [Br:1][C:2]1[CH:3]=[C:4]2[C:8](=[CH:9][CH:10]=1)[NH:7][N:6]=[C:5]2[CH3:11].[H-].[Na+].Cl[CH2:15][O:16][CH2:17][C:18]1[CH:23]=[CH:22][CH:21]=[CH:20][CH:19]=1>CN(C=O)C>[CH2:17]([O:16][CH2:15][N:7]1[C:8]2[C:4](=[CH:3][C:2]([Br:1])=[CH:10][CH:9]=2)[C:5]([CH3:11])=[N:6]1)[C:18]1[CH:23]=[CH:22][CH:21]=[CH:20][CH:19]=1 |f:1.2|. Procedure details: To a 0° C. stirred solution of 5-bromo-3-methyl-indazole (from Preparation 1, 1.00 g, 4.33 mmol) in anhydrous DMF (30 mL) under nitrogen was added sodium hydride (60% in mineral oil, 0.21 g, 5.19 mmol). After 30 min, benzyl chloromethyl ether (60%, 1.47 g, 5.63 mmol) was added vial syringe in about 1 min. Stirring was continued for 1 h. The mixture was poured into ice water (100 mL) and extracted with ethyl acetate. The combined extracts were dried, filtered and concentrated to give an oil that ... Starting materials: CC(Cl)c1cccnc1, Fc1cccc(N2C[C@@H]3C[C@H]2CN3)c1. Reagents/catalysts: O=C([O-])[O-].[Cs+].[Cs+] (cesium carbonate), [I-].[K+] (potassium iodide). The solvent is CN(C)C=O (DMF), CN(C)C=O (dmf), CN(C)C=O (DMF). Run at temperature 70 celsius, time 16 hour. Yields the product CC(c1cccnc1)N1C[C@@H]2C[C@H]1CN2c1cccc(F)c1. Starting materials: C1CCOC1, COc1ccc(NC2=C(c3ccccc3)C(=O)NC2=O)cc1, CCOC(=O)N=NC(=O)OCC, c1ccc(P(c2ccccc2)c2ccccc2)cc1, OCc1ccoc1. Product: COc1ccc(NC2=C(c3ccccc3)C(=O)N(Cc3ccoc3)C2=O)cc1. As a reaction SMILES: [CH2:61]1[O:62][CH2:63][CH2:64][CH2:65]1.[CH3:1][O:2][c:3]1[cH:4][cH:5][c:6]([NH:9][C:10]2=[C:14]([c:15]3[cH:16][cH:17][cH:18][cH:19][cH:20]3)[C:13](=[O:21])[NH:12][C:11]2=[O:22])[cH:7][cH:8]1.[O:30]=[C:31]([O:32][CH2:33][CH3:34])[N:35]=[N:36][C:37]([O:38][CH2:39][CH3:40])=[O:41].[c:42]1([P:43]([c:44]2[cH:45][cH:46][cH:47][cH:48][cH:49]2)[c:50]2[cH:51][cH:52][cH:53][cH:54][cH:55]2)[cH:56][cH:57][cH:58][cH:59][cH:60]1.[o:23]1[cH:24][c:25]([CH2:28][OH:29])[cH:26][cH:27]1>>[CH3:1][O:2][c:3]1[cH:4][cH:5][c:6]([NH:9][C:10]2=[C:14]([c:15]3[cH:16][cH:17][cH:18][cH:19][cH:20]3)[C:13](=[O:21])[N:12]([CH2:28][c:25]3[cH:24][o:23][cH:27][cH:26]3)[C:11]2=[O:22])[cH:7][cH:8]1. The reactants are BrC(=CCC(CCCCOC1OCCCC1)(C)C)Br (2-(8,8-Dibromo-5,5-dimethyl-oct-7-enyloxy)-tetrahydro-pyrane), C(CCC)[Li] (n-butyllithium), ice NH4Cl. Solvent: O1CCCC1 (tetrahydrofuran). Product: CC(CCCCOC1OCCCC1)(CC#C)C (2-(5,5-dimethyl-oct-7-ynyloxy)-tetrahydro-pyrane). The yield is 101.8%. As a reaction SMILES: Br[C:2](Br)=[CH:3][CH2:4][C:5]([CH3:18])([CH3:17])[CH2:6][CH2:7][CH2:8][CH2:9][O:10][CH:11]1[CH2:16][CH2:15][CH2:14][CH2:13][O:12]1.C([Li])CCC>O1CCCC1>[CH3:17][C:5]([CH3:18])([CH2:4][C:3]#[CH:2])[CH2:6][CH2:7][CH2:8][CH2:9][O:10][CH:11]1[CH2:16][CH2:15][CH2:14][CH2:13][O:12]1. Reported procedure: 5.04 g of 2-(8,8-Dibromo-5,5-dimethyl-oct-7-enyloxy)-tetrahydro-pyrane (example1/step i]) (12.66 mmol) was dissolved in 55 ml of abs. tetrahydrofuran and treated at −78° with 25.3 ml of n-butyllithium (1.5 M, hexane, 3 eq.). 30 Min. later, the reaction mixture was poured onto crushed ice/NH4Cl, extracted twice with ether, washed with brine, dried over sodium sulfate and evaporated to dryness. Flash chromatography (SiO2, hexane/ethylacetate=95/5) gave 3.07 g of 2-(5,5-dimethyl-oct-7-ynyloxy)-tetr... Reactants: C(C)OC(=O)C=1SC=C(N1)CCl (4-chloromethyl-thiazole-2-carboxylic acid ethyl ester), N#N (N2), C(=O)([O-])[O-].[K+].[K+] (K2CO3), N#N (N2), [N+](=O)([O-])C=1C=NNC1 (4-nitro-1H-pyrazole), [Br-] (bromide). Run in CC(=O)C (acetone), CC(OCC)=O (EA), O (Water). Run at time 8 hour. The product is C(C)OC(=O)C=1SC=C(N1)CN1N=CC(=C1)[N+](=O)[O-] (4-(4-Nitro-pyrazol-1-ylmethyl)-thiazole-2-carboxylic acid ethyl ester). Reaction SMILES: N#N.[CH2:3]([O:5][C:6]([C:8]1[S:9][CH:10]=[C:11]([CH2:13]Cl)[N:12]=1)=[O:7])[CH3:4].C([O-])([O-])=O.[K+].[K+].[N+:21]([C:24]1[CH:25]=[N:26][NH:27][CH:28]=1)([O-:23])=[O:22].[Br-]>CC(C)=O.CC(=O)OCC.O>[CH2:3]([O:5][C:6]([C:8]1[S:9][CH:10]=[C:11]([CH2:13][N:26]2[CH:25]=[C:24]([N+:21]([O-:23])=[O:22])[CH:28]=[N:27]2)[N:12]=1)=[O:7])[CH3:4] |f:2.3.4|. Procedure details: In a flame dried round-bottomed flask equipped with a magnetic stir bar and under inert atmosphere (N2), a solution of 4-chloromethyl-thiazole-2-carboxylic acid ethyl ester (1.84 g, 8.93 mmol) in acetone (20.0 mL) was treated, under inert atmosphere (N2) with K2CO3 (6.23 g, 44.66 mmol) followed by 4-nitro-1H-pyrazole (1.00 g, 8.93 mmol) and TBA bromide (576 mg, 1.79 mmol). The resulting mixture was stirred at rt overnight. Water (40 mL), followed by EA (50 mL) were added. The aq. layer was extra...